This data is from the Open Reaction Database (ORD), a public repository of structured organic reaction records. The task is: describe an organic reaction: reactants, conditions, products, and yield Reactants: [Cl-], Cl, Nc1ccc(NC(=O)c2ccc(F)cc2)cc1, O=N[O-], [Na+], O, O, O. The product is Nc1ccc(N(N)C(=O)c2ccc(F)cc2)cc1. Reaction SMILES: [Cl-:24].[ClH:25].[F:1][c:2]1[cH:3][cH:4][c:5]([C:6](=[O:7])[NH:8][c:9]2[cH:10][cH:11][c:12]([NH2:15])[cH:13][cH:14]2)[cH:16][cH:17]1.[N:18]([O-:19])=[O:20].[Na+:21].[OH2:22].[OH2:23].[OH2:26]>>[F:1][c:2]1[cH:3][cH:4][c:5]([C:6](=[O:7])[N:8]([c:9]2[cH:10][cH:11][c:12]([NH2:15])[cH:13][cH:14]2)[NH2:18])[cH:16][cH:17]1. Reactants: COc1cc2ncnc(Sc3cccc(N)c3)c2cc1OC, CC(C)c1cc(NC(=O)Oc2ccccc2)no1. The product is COc1cc2ncnc(Sc3cccc(NC(=O)Nc4cc(C(C)C)on4)c3)c2cc1OC. Reaction SMILES: [CH3:1][O:2][c:3]1[cH:4][c:5]2[c:6]([S:15][c:16]3[cH:17][c:18]([NH2:19])[cH:20][cH:21][cH:22]3)[n:7][cH:8][n:9][c:10]2[cH:11][c:12]1[O:13][CH3:14].[CH:23]([CH3:24])([CH3:25])[c:26]1[cH:27][c:28]([NH:31][C:32]([O:33][c:35]2[cH:36][cH:37][cH:38][cH:39][cH:40]2)=[O:34])[n:29][o:30]1>>[CH3:1][O:2][c:3]1[cH:4][c:5]2[c:6]([S:15][c:16]3[cH:17][c:18]([NH:19][C:32]([NH:31][c:28]4[cH:27][c:26]([CH:23]([CH3:24])[CH3:25])[o:30][n:29]4)=[O:33])[cH:20][cH:21][cH:22]3)[n:7][cH:8][n:9][c:10]2[cH:11][c:12]1[O:13][CH3:14]. Starting materials: C(C1=CC=CC=C1)OC1=C(CC2=CC=C(C(=O)OC)C=C2)C=CC=C1 (methyl 4-(2-benzyloxybenzyl)benzoate), [OH-].[Na+] (sodium hydroxide), Cl (hydrochloric acid). Solvent: CO (methanol). Conditions: temperature 60 celsius, time 5 hour. The product is C(C1=CC=CC=C1)OC1=C(CC2=CC=C(C(=O)O)C=C2)C=CC=C1 (4-(2-benzyloxybenzyl)benzoic acid). Isolated yield 75.2%. Reaction SMILES: [CH2:1]([O:8][C:9]1[CH:25]=[CH:24][CH:23]=[CH:22][C:10]=1[CH2:11][C:12]1[CH:21]=[CH:20][C:15]([C:16]([O:18]C)=[O:17])=[CH:14][CH:13]=1)[C:2]1[CH:7]=[CH:6][CH:5]=[CH:4][CH:3]=1.[OH-].[Na+].Cl>CO>[CH2:1]([O:8][C:9]1[CH:25]=[CH:24][CH:23]=[CH:22][C:10]=1[CH2:11][C:12]1[CH:13]=[CH:14][C:15]([C:16]([OH:18])=[O:17])=[CH:20][CH:21]=1)[C:2]1[CH:3]=[CH:4][CH:5]=[CH:6][CH:7]=1 |f:1.2|. Reported procedure: To a solution of methyl 4-(2-benzyloxybenzyl)benzoate (1.0 g) in methanol (20 mL) was added 2 mol/L aqueous sodium hydroxide solution (7.5 mL), and the mixture was stirred at 60° C. for 5 hours. After dilute hydrochloric acid was added to the residue to acidify, the mixture was extracted with ethyl acetate. The organic layer was washed with brine and dried over anhydrous magnesium sulfate, and the solvent was removed under reduced pressure to give 4-(2-benzyloxybenzyl)benzoic acid (0.72 g).